From a dataset of the Open Reaction Database (ORD), a public repository of structured organic reaction records. describe an organic reaction: reactants, conditions, products, and yield Starting materials: COC(C1=C(C(=CC(=C1)C1C(=C(NC=2CC(CC(C12)=O)CCC)C)C#N)Br)OCC1=CC(=CC=C1)OC)=O (3-bromo-5-(3-cyano-2-methyl-5-oxo-7-propyl-1,4,5,6,7,8-hexahydro-quinolin-4-yl)-2-(3-methoxy-benzyloxy)-benzoic acid methyl ester), C(C)(=O)O (acetic acid). Run in O1CCOCC1 (dioxane), [OH-].[Na+] (NaOH). The product is BrC=1C(=C(C(=O)O)C=C(C1)C1C(=C(NC=2CC(CC(C12)=O)CCC)C)C#N)OCC1=CC(=CC=C1)OC (3-Bromo-5-(3-cyano-2-methyl-5-oxo-7-propyl-1,4,5,6,7,8-hexahydro-quinolin-4-yl)-2-(3-methoxy-benzyloxy)-benzoic acid). As a reaction SMILES: C[O:2][C:3](=[O:38])[C:4]1[CH:9]=[C:8]([CH:10]2[C:19]3[C:18](=[O:20])[CH2:17][CH:16]([CH2:21][CH2:22][CH3:23])[CH2:15][C:14]=3[NH:13][C:12]([CH3:24])=[C:11]2[C:25]#[N:26])[CH:7]=[C:6]([Br:27])[C:5]=1[O:28][CH2:29][C:30]1[CH:35]=[CH:34][CH:33]=[C:32]([O:36][CH3:37])[CH:31]=1.C(O)(=O)C>O1CCOCC1.[OH-].[Na+]>[Br:27][C:6]1[C:5]([O:28][CH2:29][C:30]2[CH:35]=[CH:34][CH:33]=[C:32]([O:36][CH3:37])[CH:31]=2)=[C:4]([CH:9]=[C:8]([CH:10]2[C:19]3[C:18](=[O:20])[CH2:17][CH:16]([CH2:21][CH2:22][CH3:23])[CH2:15][C:14]=3[NH:13][C:12]([CH3:24])=[C:11]2[C:25]#[N:26])[CH:7]=1)[C:3]([OH:38])=[O:2] |f:3.4|. Procedure details: A solution of 3-bromo-5-(3-cyano-2-methyl-5-oxo-7-propyl-1,4,5,6,7,8-hexahydro-quinolin-4-yl)-2-(3-methoxy-benzyloxy)-benzoic acid methyl ester (5.7 g) in dioxane (135 ml) and 1N NaOH (15 ml) was stirred for 17 h. The mixture was acidified with conc. acetic acid and extracted with ethyl acetate. The organic layer was dried (MgSO4), filtered and concentrated in vacuo. The residue was dissolved in ethanol and then concentrated until a solid precipitated. The solid was collected by filtration and w... Reactants: CC=1N=C(SC1C)N (4,5-Dimethylthiazol-2-ylamine), BrCCC1=CC=CC2=CC=CC=C12 (1-(2-bromo-ethyl)-naphthalene), C12(CC3CC(CC(C1)C3)C2)C(=O)O (1-adamantane carboxylic acid). Yields the product CC=1N(/C(/SC1C)=N/C(=O)C12CC3CC(CC(C1)C3)C2)CCC2=CC=CC3=CC=CC=C23 (N-[(2Z)-4,5-dimethyl-3-[2-(1-naphthyl)ethyl]-1,3-thiazol-2(3H)-ylidene]adamantane-1-carboxamide). As a reaction SMILES: [CH3:1][C:2]1[N:3]=[C:4]([NH2:8])[S:5][C:6]=1[CH3:7].Br[CH2:10][CH2:11][C:12]1[C:21]2[C:16](=[CH:17][CH:18]=[CH:19][CH:20]=2)[CH:15]=[CH:14][CH:13]=1.[C:22]12([C:32](O)=[O:33])[CH2:31][CH:26]3[CH2:27][CH:28]([CH2:30][CH:24]([CH2:25]3)[CH2:23]1)[CH2:29]2>>[CH3:1][C:2]1[N:3]([CH2:10][CH2:11][C:12]2[C:21]3[C:16](=[CH:17][CH:18]=[CH:19][CH:20]=3)[CH:15]=[CH:14][CH:13]=2)/[C:4](=[N:8]/[C:32]([C:22]23[CH2:31][CH:26]4[CH2:25][CH:24]([CH2:30][CH:28]([CH2:27]4)[CH2:29]2)[CH2:23]3)=[O:33])/[S:5][C:6]=1[CH3:7]. Procedure: 4,5-Dimethylthiazol-2-ylamine, 1-(2-bromo-ethyl)-naphthalene and 1-adamantane carboxylic acid were processed according to the method of Example 47 to afford the title compound. 1H NMR (CDCl3, 500 MHz) δ ppm 1.61-1.80 (m, 6H) 1.82-1.93 (m, 6H) 1.95-2.05 (m, 3H) 2.13 (d, J=4.06 Hz, 6H) 3.40-3.56 (m, 2H) 4.26-4.52 (m, 2H) 7.34-7.41 (m, 1H) 7.41-7.46 (m, 1H) 7.51-7.60 (m, 2H) 7.78-7.92 (m, 1H) 7.92-8.02 (m, 1H) 8.27-8.44 (m, 1H); MS (ESI) m/z 445 (M+H)+. Reactants: CI, CO, Nc1noc(Nc2c(Cl)cccc2Cl)n1, [Na]. Yields the product CN(c1nc(N)no1)c1c(Cl)cccc1Cl. Reaction SMILES: [CH3:17][I:18].[CH3:19][OH:20].[NH2:1][c:2]1[n:3][o:4][c:5]([NH:7][c:8]2[c:9]([Cl:15])[cH:10][cH:11][cH:12][c:13]2[Cl:14])[n:6]1.[Na:16]>>[NH2:1][c:2]1[n:3][o:4][c:5]([N:7]([c:8]2[c:9]([Cl:15])[cH:10][cH:11][cH:12][c:13]2[Cl:14])[CH3:17])[n:6]1. The reactants are CCOC(=O)c1cc(-c2ccnn2-c2ccc(C#N)cc2)c(C)n(-c2cccc(C(F)(F)F)c2)c1=O, NCCCCN1CCCC1. Yields the product Cc1c(-c2ccnn2-c2ccc(C#N)cc2)cc(C(=O)NCCCCN2CCCC2)c(=O)n1-c1cccc(C(F)(F)F)c1. Reaction SMILES: [C:1](#[N:2])[c:3]1[cH:4][cH:5][c:6](-[n:9]2[n:10][cH:11][cH:12][c:13]2-[c:14]2[cH:15][c:16]([C:32]([O:34][CH2:33][CH3:35])=[O:36])[c:17](=[O:31])[n:18](-[c:21]3[cH:22][c:23]([C:27]([F:28])([F:29])[F:30])[cH:24][cH:25][cH:26]3)[c:19]2[CH3:20])[cH:7][cH:8]1.[N:37]1([CH2:42][CH2:43][CH2:44][CH2:45][NH2:46])[CH2:38][CH2:39][CH2:40][CH2:41]1>>[C:1](#[N:2])[c:3]1[cH:4][cH:5][c:6](-[n:9]2[n:10][cH:11][cH:12][c:13]2-[c:14]2[cH:15][c:16]([C:32](=[O:34])[NH:46][CH2:45][CH2:44][CH2:43][CH2:42][N:37]3[CH2:38][CH2:39][CH2:40][CH2:41]3)[c:17](=[O:31])[n:18](-[c:21]3[cH:22][c:23]([C:27]([F:28])([F:29])[F:30])[cH:24][cH:25][cH:26]3)[c:19]2[CH3:20])[cH:7][cH:8]1.